This data is from the Open Reaction Database (ORD), a public repository of structured organic reaction records. The task is: describe an organic reaction: reactants, conditions, products, and yield The reactants are CC(NC(=O)OC(C)(C)C)c1ccc(CCN)cc1, CS(=O)(=O)c1nccc(N2CCC(=O)N3CC=C(c4ccccc4)N=C32)n1, CN1CCCC1=O, C1COCCO1. Product: CC(NC(=O)OC(C)(C)C)c1ccc(CCNc2nccc(N3CCC(=O)N4CC=C(c5ccccc5)N=C43)n2)cc1. Reaction SMILES: [C:28]([CH3:29])([CH3:30])([CH3:31])[O:32][C:33]([NH:34][CH:35]([CH3:36])[c:37]1[cH:38][cH:39][c:40]([CH2:43][CH2:44][NH2:45])[cH:41][cH:42]1)=[O:46].[CH3:1][S:2](=[O:3])(=[O:4])[c:5]1[n:6][cH:7][cH:8][c:9]([N:11]2[C:12]3=[N:21][C:20]([c:22]4[cH:23][cH:24][cH:25][cH:26][cH:27]4)=[CH:19][CH2:18][N:13]3[C:14](=[O:17])[CH2:15][CH2:16]2)[n:10]1.[CH3:53][N:54]1[CH2:55][CH2:56][CH2:57][C:58]1=[O:59].[O:47]1[CH2:48][CH2:49][O:50][CH2:51][CH2:52]1>>[c:5]1([NH:45][CH2:44][CH2:43][c:40]2[cH:39][cH:38][c:37]([CH:35]([NH:34][C:33]([O:32][C:28]([CH3:29])([CH3:30])[CH3:31])=[O:46])[CH3:36])[cH:42][cH:41]2)[n:6][cH:7][cH:8][c:9]([N:11]2[C:12]3=[N:21][C:20]([c:22]4[cH:23][cH:24][cH:25][cH:26][cH:27]4)=[CH:19][CH2:18][N:13]3[C:14](=[O:17])[CH2:15][CH2:16]2)[n:10]1.